From a dataset of the Open Reaction Database (ORD), a public repository of structured organic reaction records. describe an organic reaction: reactants, conditions, products, and yield The reactants are NC1=NC(=NN1C1=CC(=NC=C1)Cl)NC1=CC=C(C=C1)NC(C)=O (N-{4-[5-Amino-1-(2-chloro-pyridin-4-yl)-1H-[1,2,4]triazol-3-ylamino]-phenyl}-acetamide), C[C@@H]1N[C@@H](CNC1)C (cis-2,6-dimethylpiperazine), CN1CCCC1=O (NMP). Run at temperature 250 celsius, time 3 hour. Product: C(C)(=O)N1C(CN(CC1C)C1=NC=CC(=C1)N1N=C(N=C1N)NC1=CC=C(C=C1)NC(C)=O)C (N-(4-{1-[2-(4-Acetyl-3,5-dimethyl-piperazin-1-yl)-pyridin-4-yl]-5-amino-1H-[1,2,4]triazol-3-ylamino}-phenyl)-acetamide). Yield: 11.0%. Reaction SMILES: [NH2:1][C:2]1[N:6]([C:7]2[CH:12]=[CH:11][N:10]=[C:9](Cl)[CH:8]=2)[N:5]=[C:4]([NH:14][C:15]2[CH:20]=[CH:19][C:18]([NH:21][C:22](=[O:24])[CH3:23])=[CH:17][CH:16]=2)[N:3]=1.[CH3:25][C@H:26]1[CH2:31][NH:30][CH2:29][C@@H:28]([CH3:32])[NH:27]1.CN1[C:38](=[O:39])[CH2:37]CC1>>[C:38]([N:27]1[CH:28]([CH3:32])[CH2:29][N:30]([C:9]2[CH:8]=[C:7]([N:6]3[C:2]([NH2:1])=[N:3][C:4]([NH:14][C:15]4[CH:20]=[CH:19][C:18]([NH:21][C:22](=[O:24])[CH3:23])=[CH:17][CH:16]=4)=[N:5]3)[CH:12]=[CH:11][N:10]=2)[CH2:31][CH:26]1[CH3:25])(=[O:39])[CH3:37]. Procedure details: To a solution of 100 mg of N-{4-[5-Amino-1-(2-chloro-pyridin-4-yl)-1H-[1,2,4]triazol-3-ylamino]-phenyl}-acetamide (0.291 mMol, 1 equiv) in 5 mL of NMP was added 100 mg of cis-2,6-dimethylpiperazine (0.877 mMol, 3.0 equiv). The stirred solution was heated to 250° C. via microwave irradiation for 15 min. The reaction mixture was concentrated under vacuum by pouring and then redissolved in 5 mL of CH2Cl2 and 5 mL of DMF. To the stirred solution was added sequentially 1 mL of Hunig's base and 100 μL... The reactants are BrC1=C(C=O)C(=CC=C1)F (2-bromo-6-fluorobenzaldehyde), O (water), [H-].[Na+] (sodium hydride), C(CS)(=O)OC (methyl thioglycolate). Solvent: CS(=O)C (dimethyl sulfoxide), CS(=O)C (dimethyl sulfoxide). Reaction conditions: time 15 minute. Product: COC(=O)C1=CC2=C(S1)C=CC=C2Br (2-methoxycarbonyl-4-bromobenzo-[b]thiophene). Reaction SMILES: [H-].[Na+].[C:3]([O:7][CH3:8])(=[O:6])[CH2:4][SH:5].[Br:9][C:10]1[CH:17]=[CH:16][CH:15]=[C:14](F)[C:11]=1[CH:12]=O.O>CS(C)=O>[CH3:8][O:7][C:3]([C:4]1[S:5][C:14]2[CH:15]=[CH:16][CH:17]=[C:10]([Br:9])[C:11]=2[CH:12]=1)=[O:6] |f:0.1|. Procedure: To a suspension of sodium hydride (55%, 1.11 g) in dimethyl sulfoxide (20 mL) was added methyl thioglycolate (1.53 mL) at room temperature, and the mixture was stirred for 15 minutes. A solution of 2-bromo-6-fluorobenzaldehyde (3.43 g) in dimethyl sulfoxide (4 mL) was added to the reaction mixture, and the mixture was stirred at room temperature for 5 minutes. The reaction mixture was poured into water with ice and precipitated crystalline solid was collected by filtration, washed with water and... Starting materials: [OH-].[Na+] (NaOH), S1C(NC2=NC=CN=C21)=S (3H-thiazolo[4,5-b]pyrazine-2-thione), C(Cl)Cl (DCM), S(=O)(=O)(Cl)Cl (sulfuryl chloride). Solvent: O (H2O). Reaction conditions: temperature 40 celsius. Product: ClC=1SC=2C(=NC=CN2)N1 (2-Chloro-thiazolo[4,5-b]pyrazine). Isolated yield 53.0%. RXN SMILES: [S:1]1[C:9]2[C:4](=[N:5][CH:6]=[CH:7][N:8]=2)[NH:3][C:2]1=S.C(Cl)[Cl:12].S(Cl)(Cl)(=O)=O.[OH-].[Na+]>O>[Cl:12][C:2]1[S:1][C:9]2[C:4]([N:3]=1)=[N:5][CH:6]=[CH:7][N:8]=2 |f:3.4|. Reported procedure: A mixture of 3H-thiazolo[4,5-b]pyrazine-2-thione (4.36 g, 25.8 mmol) and DCM (60 mL) was sonicated (5 min). The suspension was treated with sulfuryl chloride (99.9 g, 740 mmol, 60 mL) and heated (40° C., 16 h). The reaction mixture was cooled (0° C.) and slowly treated with H2O (250 mL), followed by 4 N NaOH (550 mL). The aqueous mixture was extracted with EtOAc (2×1800 mL). The organic layer was dried, filtered and concentrated in vacuo to provide the title compound as a solid (2.63 g, 53%). MS... Reactants: CN(C)C=O, O=C([O-])C(F)(F)Cl, [Na+], [Na+], [OH-], O, O=Cc1ccc(O)c(O)c1. Reaction SMILES: [CH3:21][N:22]([CH3:23])[CH:24]=[O:25].[Cl:13][C:14]([C:15]([O-:16])=[O:17])([F:18])[F:19].[Na+:20].[Na+:2].[OH-:1].[OH2:26].[OH:3][c:4]1[cH:5][c:6]([CH:7]=[O:8])[cH:9][cH:10][c:11]1[OH:12]>>[OH:3][c:4]1[cH:5][c:6]([CH:7]=[O:8])[cH:9][cH:10][c:11]1[O:12][CH:14]([F:18])[F:19]. Yields the product O=Cc1ccc(OC(F)F)c(O)c1. Starting materials: BrC1=CN=C2N1C=CC(=N2)C(C#N)(C)C (2-(3-Bromoimidazo[1,2-α]pyrimidin-7-yl)-2-methylpropionitrile), FC1=C(C=C(C=C1)B(O)O)C=1C=NC=CC1 (4-fluoro-3-(pyridin-3-yl)benzeneboronic acid). Yields the product FC1=C(C=C(C=C1)C1=CN=C2N1C=CC(=N2)C(C#N)(C)C)C=2C=NC=CC2 (2-[3-(4-fluoro-3-(pyridin-3-yl)phenyl)imidazo[1,2-α]pyrimidin-7-yl)-2-methylpropionitrile). RXN SMILES: Br[C:2]1[N:6]2[CH:7]=[CH:8][C:9]([C:11]([CH3:15])([CH3:14])[C:12]#[N:13])=[N:10][C:5]2=[N:4][CH:3]=1.[F:16][C:17]1[CH:22]=[CH:21][C:20](B(O)O)=[CH:19][C:18]=1[C:26]1[CH:27]=[N:28][CH:29]=[CH:30][CH:31]=1>>[F:16][C:17]1[CH:22]=[CH:21][C:20]([C:2]2[N:6]3[CH:7]=[CH:8][C:9]([C:11]([CH3:15])([CH3:14])[C:12]#[N:13])=[N:10][C:5]3=[N:4][CH:3]=2)=[CH:19][C:18]=1[C:26]1[CH:27]=[N:28][CH:29]=[CH:30][CH:31]=1. Procedure details: 2-(3-Bromoimidazo[1,2-α]pyrimidin-7-yl)-2-methylpropionitrile and 4-fluoro-3-(pyridin-3-yl)benzeneboronic acid were coupled following the procedure in Example 65 to give 2-[3-(4-fluoro-3-(pyridin-3-yl)phenyl)imidazo[1,2-α]pyrimidin-7-yl)-2-methylpropionitrile as a white solid: δH (360 MHz, CDCl3) 1.86 (6H, s), 7.32 (1H, d, J 7), 7.38-7.45 (2H, m), 7.53-7.62 (2H, m), 7.86-7.97 (1H, m), 7.91 (1H, d, J 3), 8.62 (1H, d, J 7), 8.67 (1H, dd, J 8 and 3), 8.84 (1H, s); m/z (ES+) 358 (M++H). The reactants are solution, C[Al](C)C (trimethylaluminum), COC1=NC(=NC(=C1)OC)NC(OC)=O (methyl N-(4,6-dimethoxypyrimidin-2-yl)carbamate), ClC=1N=C(SC1)S(=O)(=O)N (4-chloro-2-thiazolesulfonamide), Cl (hydrochloric acid). Solvent: C1(=CC=CC=C1)C (toluene), C(Cl)Cl (methylene chloride). Conditions: time 10 minute. Yields the product COC1=NC(=NC(=C1)OC)NC(=O)NS(=O)(=O)C=1SC=C(N1)Cl (N-[(4,6-Dimethoxypyrimidin-2-yl)aminocarbonyl]-4-chloro-2-thiazolesulfonamide). Isolated yield 40.9%. RXN SMILES: [Cl:1][C:2]1[N:3]=[C:4]([S:7]([NH2:10])(=[O:9])=[O:8])[S:5][CH:6]=1.C[Al](C)C.[CH3:15][O:16][C:17]1[CH:22]=[C:21]([O:23][CH3:24])[N:20]=[C:19]([NH:25][C:26](=O)[O:27]C)[N:18]=1.Cl>C(Cl)Cl.C1(C)C=CC=CC=1>[CH3:24][O:23][C:21]1[CH:22]=[C:17]([O:16][CH3:15])[N:18]=[C:19]([NH:25][C:26]([NH:10][S:7]([C:4]2[S:5][CH:6]=[C:2]([Cl:1])[N:3]=2)(=[O:9])=[O:8])=[O:27])[N:20]=1. Procedure: To a suspension of 1.6 g of 4-chloro-2-thiazolesulfonamide in 100 ml methylene chloride under a nitrogen atmosphere, 4.4 ml of a 2.0M solution of trimethylaluminum in toluene was added slowly via a syringe. The reaction mixture was stirred 10 minutes; 1.9 g of methyl N-(4,6-dimethoxypyrimidin-2-yl)carbamate was added, and the reaction mixture refluxed for 18 hours. The reaction mixture was cooled to 0°, and 55 ml of 5% hydrochloric acid was added dropwise giving a flocculant solid. The reaction ... Reactants: ClC=1N(C=C(N1)[N+](=O)[O-])C[C@]1(OC1)C ((R)-2-chloro-1-(2-methyloxiran-2-ylmethyl)-4-nitroimidazole), ClC1=CC=C(C=C1)N1CCNCC1 (1-(4-chlorophenyl)piperazine), CN(C)C=O (DMF). The solvent is O (water). Conditions: temperature 72.5 celsius, time 5 hour. The product is ClC=1N(C=C(N1)[N+](=O)[O-])C[C@](CN1CCN(CC1)C1=CC=C(C=C1)Cl)(O)C ((S)-1-(2-chloro-4-nitroimidazol-1-yl)-2-methyl-3-[4-(4-chlorophenyl)piperazin-1-yl]propan-2-ol). Isolated yield 86.7%. RXN SMILES: [Cl:1][C:2]1[N:3]([CH2:10][C@:11]2([CH3:14])[CH2:13][O:12]2)[CH:4]=[C:5]([N+:7]([O-:9])=[O:8])[N:6]=1.[Cl:15][C:16]1[CH:21]=[CH:20][C:19]([N:22]2[CH2:27][CH2:26][NH:25][CH2:24][CH2:23]2)=[CH:18][CH:17]=1.CN(C=O)C>O>[Cl:1][C:2]1[N:3]([CH2:10][C@@:11]([CH3:14])([OH:12])[CH2:13][N:25]2[CH2:24][CH2:23][N:22]([C:19]3[CH:18]=[CH:17][C:16]([Cl:15])=[CH:21][CH:20]=3)[CH2:27][CH2:26]2)[CH:4]=[C:5]([N+:7]([O-:9])=[O:8])[N:6]=1. Procedure: (R)-2-Chloro-1-(2-methyloxiran-2-ylmethyl)-4-nitroimidazole prepared in Example 12 (20 g, 91.9 mmol) and 1-(4-chlorophenyl)piperazine (20.8 g, 0.11 mol) were added to DMF (200 ml) followed by stirring at 70-75° C. for 5 hours. The reaction mixture was allowed to return to room temperature, poured into water, and extracted with ethyl acetate. The organic phase was washed with a saturated saline solution, dried over sodium sulfate and then filtered. The filtrate was concentrated under reduced pres... Starting materials: [BH4-], CO, CCOC(C)=O, [Cl-], CC(C)(C)CC(=O)c1ccc2c(c1)C1(COC(N)=N1)c1cc(-c3cncnc3)ccc1O2, [NH4+], [Na+], O. Yields the product CC(C)(C)CC(O)c1ccc2c(c1)C1(COC(N)=N1)c1cc(-c3cncnc3)ccc1O2. As a reaction SMILES: [BH4-:1].[CH3:37][OH:38].[CH3:39][CH2:40][O:41][C:42](=[O:43])[CH3:44].[Cl-:35].[NH2:3][C:4]1=[N:8][C:7]2([CH2:6][O:5]1)[c:9]1[cH:10][c:11](-[c:29]3[cH:30][n:31][cH:32][n:33][cH:34]3)[cH:12][cH:13][c:14]1[O:15][c:16]1[cH:17][cH:18][c:19]([C:22]([CH2:23][C:24]([CH3:25])([CH3:26])[CH3:27])=[O:28])[cH:20][c:21]12.[NH4+:36].[Na+:2].[OH2:45]>>[NH2:3][C:4]1=[N:8][C:7]2([CH2:6][O:5]1)[c:9]1[cH:10][c:11](-[c:29]3[cH:30][n:31][cH:32][n:33][cH:34]3)[cH:12][cH:13][c:14]1[O:15][c:16]1[cH:17][cH:18][c:19]([CH:22]([CH2:23][C:24]([CH3:25])([CH3:26])[CH3:27])[OH:28])[cH:20][c:21]12.